This data is from the Open Reaction Database (ORD), a public repository of structured organic reaction records. The task is: describe an organic reaction: reactants, conditions, products, and yield The reactants are ClC1=C2C(=NC=C1)C=C(S2)C(=O)N2CC1C(C1C2)N(C)C ((7-chloro-thieno[3,2-b]pyridin-2-yl)-(6-dimethylamino-3-aza-bicyclo[3.1.0]hex-3-yl)-methanone), CC=1NC2=CC=C(C=C2C1)N (2-methyl-1H-indol-5-ylamine). RXN SMILES: Cl[C:2]1[CH:7]=[CH:6][N:5]=[C:4]2[CH:8]=[C:9]([C:11]([N:13]3[CH2:18][CH:17]4[CH:15]([CH:16]4[N:19](C)C)[CH2:14]3)=[O:12])[S:10][C:3]=12.[CH3:22][C:23]1[NH:24][C:25]2[C:30]([CH:31]=1)=[CH:29][C:28]([NH2:32])=[CH:27][CH:26]=2>>[NH2:19][CH:16]1[CH:17]2[CH:15]1[CH2:14][N:13]([C:11]([C:9]1[S:10][C:3]3[C:4](=[N:5][CH:6]=[CH:7][C:2]=3[NH:32][C:28]3[CH:29]=[C:30]4[C:25](=[CH:26][CH:27]=3)[NH:24][C:23]([CH3:22])=[CH:31]4)[CH:8]=1)=[O:12])[CH2:18]2. Product: NC1C2CN(CC12)C(=O)C1=CC2=NC=CC(=C2S1)NC=1C=C2C=C(NC2=CC1)C ((6-Amino-3-aza-bicyclo[3.1.0]hex-3-yl)-[7-(2-methyl-1H-indol-5-ylamino)-thieno[3,2-b]pyridin-2-yl]-methanone). Procedure details: The title compound was prepared from (7-chloro-thieno[3,2-b]pyridin-2-yl)-(6-dimethylamino-3-aza-bicyclo[3.1.0]hex-3-yl)-methanone and 2-methyl-1H-indol-5-ylamine by a procedure analogous to example 1C. MS: 432.2 (MH+); HPLC Rf: 4.346 min.; HPLC purity: 99%. The reactants are CC1(CC(C2=CC=C(C=C12)OS(=O)(=O)C(F)(F)F)=O)C (trifluoro-methanesulfonic acid 3,3-dimethyl-1-oxo-indan-5-yl ester), C(#N)C=1C=C(C=C(C1)F)B(O)O (3-cyano-5-fluorophenyl boronic acid). Product: CC1(CC(C2=CC=C(C=C12)C=1C=C(C#N)C=C(C1)F)=O)C (3-(3,3-dimethyl-1-oxo-2,3-dihydro-1H-inden-5-yl)-5-fluorobenzonitrile). As a reaction SMILES: [CH3:1][C:2]1([CH3:20])[C:10]2[C:5](=[CH:6][CH:7]=[C:8](OS(C(F)(F)F)(=O)=O)[CH:9]=2)[C:4](=[O:19])[CH2:3]1.[C:21]([C:23]1[CH:24]=[C:25](B(O)O)[CH:26]=[C:27]([F:29])[CH:28]=1)#[N:22]>>[CH3:20][C:2]1([CH3:1])[C:10]2[C:5](=[CH:6][CH:7]=[C:8]([C:25]3[CH:24]=[C:23]([CH:28]=[C:27]([F:29])[CH:26]=3)[C:21]#[N:22])[CH:9]=2)[C:4](=[O:19])[CH2:3]1. Procedure: The title compound was prepared from trifluoro-methanesulfonic acid 3,3-dimethyl-1-oxo-indan-5-yl ester and 3-cyano-5-fluorophenyl boronic acid according to the procedure described in example 21. MS (ES) m/z 280.1; HRMS: calcd for C18H14FNO+H+, 280.11322; found (ESI, [M+H]+), 280.1129. Reactants: ClC1=C(NC2=C(C=CC=C2)C(C(=O)OC)O)C(=CC=C1)Cl (methyl 2-(2,6-dichloroanilino)-phenylglycolate), [OH-].[Na+] (sodium hydroxide). Run in C(C)O (ethanol). Product: ClC1=C(NC2=C(C=CC=C2)C(C(=O)O)O)C(=CC=C1)Cl (2-(2,6-dichloroanilino)phenylglycolic acid). Yield: 81.2%. Reaction SMILES: [Cl:1][C:2]1[CH:20]=[CH:19][CH:18]=[C:17]([Cl:21])[C:3]=1[NH:4][C:5]1[CH:10]=[CH:9][CH:8]=[CH:7][C:6]=1[CH:11]([OH:16])[C:12]([O:14]C)=[O:13].[OH-].[Na+]>C(O)C>[Cl:1][C:2]1[CH:20]=[CH:19][CH:18]=[C:17]([Cl:21])[C:3]=1[NH:4][C:5]1[CH:10]=[CH:9][CH:8]=[CH:7][C:6]=1[CH:11]([OH:16])[C:12]([OH:14])=[O:13] |f:1.2|. Procedure details: To a solution of 13.0 g of methyl 2-(2,6-dichloroanilino)-phenylglycolate in 150 ml of ethanol were added 10 ml of a 5 N aqueous sodium hydroxide solution and the reaction was effected at 80° C. under a nitrogen stream for 1 hour. The ethanol was distilled off under reduced pressure and the residual liquid was diluted with 100 ml of cold water and acidified with a 10% aqueous hydrochloric acid solution. The solid thus deposited was extracted with ether, and the ether extract was washed with wate... The reactants are ClC(C(=O)OCC)=O (ethyl chloroglyoxylate), FC=1C=C2C=C(NC2=CC1)C(=O)OCC (ethyl 5-fluoro-1H-indole-2-carboxylate), O (water). Reagents/catalysts: [Ti](Cl)(Cl)(Cl)Cl (titanium tetrachloride). The solvent is ClCCl (dichloromethane), ClCCl (dichloromethane). Conditions: time 2 hour. Product: C(C)OC(=O)C=1NC2=CC=C(C=C2C1C(C(=O)OCC)=O)F (Ethyl 2-(ethoxycarbonyl)-5-fluoro-α-oxo-1H-indole-3-acetate). Yield: 42.3%. RXN SMILES: Cl[C:2](=[O:8])[C:3]([O:5][CH2:6][CH3:7])=[O:4].[F:9][C:10]1[CH:11]=[C:12]2[C:16](=[CH:17][CH:18]=1)[NH:15][C:14]([C:19]([O:21][CH2:22][CH3:23])=[O:20])=[CH:13]2.O>ClCCl.[Ti](Cl)(Cl)(Cl)Cl>[CH2:22]([O:21][C:19]([C:14]1[NH:15][C:16]2[C:12]([C:13]=1[C:2](=[O:8])[C:3]([O:5][CH2:6][CH3:7])=[O:4])=[CH:11][C:10]([F:9])=[CH:18][CH:17]=2)=[O:20])[CH3:23]. Procedure details: A solution of 40 ml (313 mmol) of ethyl chloroglyoxylate and of 36 ml (313 mmol) of titanium tetrachloride in 1 l of dichloromethane is stirred for 15 min at room temperature. A solution of 50 g (241 mmol) of ethyl 5-fluoro-1H-indole-2-carboxylate in dichloromethane is added and the mixture is stirred for 2 h at room temperature. The mixture is poured into water and the organic phase is separated by settling, washed with dilute sodium hydroxide solution and dried over sodium sulphate. 31.5 g (10... Product: COC1=NSC(=N1)N[C@@H]([C@@H](C)CC)C(=O)N1[C@H](C(=O)O)CCC1 (N-(3-methoxy-[1,2,4]thiadiazol-5-yl)-L-isoleucyl-L-proline). Reported procedure: which has the following chemical formula: ##STR19## {3-[4-(2-pyridyl)piperazinylmethyl]-1,2,4-thiadiazol-5-yl}-leucyl-proline, which has the following chemical formula: ##STR20## 5-{3-methoxy-1,2,4-thiadiazolyl}carbamoyl-leucyl isoamylamide 5-{3-methoxy-1,2,4-thiadiazolyl}carbamoyl-isoleucyl isoamylamide RXN SMILES: N1C=CC=CC=1N1CCN(C[C:14]2[N:18]=[C:17]([NH:19][C@H:20]([C:25]([N:27]3[CH2:34][CH2:33][CH2:32][C@H:28]3[C:29]([OH:31])=[O:30])=[O:26])[CH2:21][CH:22]([CH3:24])C)[S:16][N:15]=2)CC1.[CH3:35][O:36]C1N=C(NC(CC[C@H](C)[C@@H](C([N-]CCC(C)C)=O)N)=O)SN=1.[CH3:59]OC1N=C(NC(CC(C)C[C@@H](C([N-]CCC(C)C)=O)N)=O)SN=1>>[CH3:35][O:36][C:14]1[N:18]=[C:17]([NH:19][C@H:20]([C:25]([N:27]2[CH2:34][CH2:33][CH2:32][C@H:28]2[C:29]([OH:31])=[O:30])=[O:26])[C@H:21]([CH2:22][CH3:24])[CH3:59])[S:16][N:15]=1 |f:1.2|. The reactants are N1=C(C=CC=C1)N1CCN(CC1)CC1=NSC(=N1)N[C@@H](CC(C)C)C(=O)N1[C@H](C(=O)O)CCC1 ({3-[4-(2-pyridyl)piperazinylmethyl]-1,2,4-thiadiazol-5-yl}-leucyl-proline), COC1=NSC(=N1)NC(=O)CC[C@@H]([C@H](N)C(=O)[N-]CCC(C)C)C.COC1=NSC(=N1)NC(=O)CC(C[C@H](N)C(=O)[N-]CCC(C)C)C (5-{3-methoxy-1,2,4-thiadiazolyl}carbamoyl-leucyl isoamylamide 5-{3-methoxy-1,2,4-thiadiazolyl}carbamoyl-isoleucyl isoamylamide). The product is COC(=O)CCC1(C(C)C)CCN(C(C)c2ccc(Br)cc2)C(=O)O1. Starting materials: CC(c1ccc(Br)cc1)N1CCC(CCC(=O)O)(C(C)C)OC1=O, CO, O=S(Cl)Cl. Reaction SMILES: [Br:1][c:2]1[cH:3][cH:4][c:5]([CH:8]([CH3:9])[N:10]2[C:11](=[O:24])[O:12][C:13]([CH:16]([CH3:17])[CH3:18])([CH2:19][CH2:20][C:21](=[O:22])[OH:23])[CH2:14][CH2:15]2)[cH:6][cH:7]1.[CH3:29][OH:30].[S:25]([Cl:26])([Cl:27])=[O:28]>>[Br:1][c:2]1[cH:3][cH:4][c:5]([CH:8]([CH3:9])[N:10]2[C:11](=[O:24])[O:12][C:13]([CH:16]([CH3:17])[CH3:18])([CH2:19][CH2:20][C:21](=[O:22])[O:23][CH3:29])[CH2:14][CH2:15]2)[cH:6][cH:7]1. Reactants: BrC1=CC=CC(=N1)CCOCN1C(=NC2=C1C=CC=C2)NC2CCN(CC2)C(=O)OC(C)(C)C ((±)-1,1-dimethylethyl 4-[[1-[(6-bromo-2-pyridinyl)ethoxymethyl]-1H-benzimidazol-2-yl]amino]-1-piperidinecarboxylate). The solvent is CC(C)O (2-propanol), Br.CC(=O)O (HBr CH3COOH). The product is BrC1=CC=CC(=N1)CCOCN1C(=NC2=C1C=CC=C2)NC2CCNCC2 ((±)-1-[(6-bromo-2-pyridinyl)ethoxymethyl]-N-(4-piperidinyl)-1H-benzimidazol-2-amine). Isolated yield 19.7%. As a reaction SMILES: [Br:1][C:2]1[N:7]=[C:6]([CH2:8][CH2:9][O:10][CH2:11][N:12]2[C:16]3[CH:17]=[CH:18][CH:19]=[CH:20][C:15]=3[N:14]=[C:13]2[NH:21][CH:22]2[CH2:27][CH2:26][N:25](C(OC(C)(C)C)=O)[CH2:24][CH2:23]2)[CH:5]=[CH:4][CH:3]=1>CC(O)C.Br.CC(O)=O>[Br:1][C:2]1[N:7]=[C:6]([CH2:8][CH2:9][O:10][CH2:11][N:12]2[C:16]3[CH:17]=[CH:18][CH:19]=[CH:20][C:15]=3[N:14]=[C:13]2[NH:21][CH:22]2[CH2:27][CH2:26][NH:25][CH2:24][CH2:23]2)[CH:5]=[CH:4][CH:3]=1 |f:2.3|. Reported procedure: A mixture of (±)-1,1-dimethylethyl 4-[[1-[(6-bromo-2-pyridinyl)ethoxymethyl]-1H-benzimidazol-2-yl]amino]-1-piperidinecarboxylate (0.0026 mol) in 2-propanol (30 ml) and HBr/CH3COOH (2 ml) was stirred and refluxed for 2 hours and then cooled. The solvent was evaporated. The residue was taken up in H2O and CH2Cl2. The mixture was alkalized with a NaOH solution. The organic layer was separated, washed with H2O, dried, filtered and the solvent evaporated. The residue was purified by column chromatogr... The reactants are Cc1ncccc1C(=O)O, CCN=C=NCCCN(C)C, Nc1c(F)c(Cl)cc2c1[nH]c1cnccc12, c1ccncc1. The product is Cc1ncccc1C(=O)Nc1c(F)c(Cl)cc2c1[nH]c1cnccc12. Reaction SMILES: [CH3:17][c:18]1[c:19]([C:20](=[O:21])[OH:22])[cH:23][cH:24][cH:25][n:26]1.[CH3:27][CH2:28][N:29]=[C:30]=[N:31][CH2:32][CH2:33][CH2:34][N:35]([CH3:36])[CH3:37].[Cl:1][c:2]1[cH:3][c:4]2[c:5]3[cH:6][cH:7][n:8][cH:9][c:10]3[nH:11][c:12]2[c:13]([NH2:16])[c:14]1[F:15].[cH:38]1[cH:39][cH:40][n:41][cH:42][cH:43]1>>[Cl:1][c:2]1[cH:3][c:4]2[c:5]3[cH:6][cH:7][n:8][cH:9][c:10]3[nH:11][c:12]2[c:13]([NH:16][C:20]([c:19]2[c:18]([CH3:17])[n:26][cH:25][cH:24][cH:23]2)=[O:21])[c:14]1[F:15]. The reactants are N1C(=O)NC(=O)C(C)=C1 (Thymine), C[Si](N[Si](C)(C)C)(C)C (hexamethyldisilazane), C(C)(=O)O[C@H]1[C@H](OC(C2=CC=CC=C2)=O)[C@H](OC(C2=CC=CC=C2)=O)[C@H](O1)COC(C1=CC=CC=C1)=O (1-O-acetyl-2,3,5-tri-O-benzoyl-β-D-ribofuranose). The product is title compound, C(C1=CC=CC=C1)(=O)O[C@H]1[C@@H](O[C@@H]([C@H]1OC(C1=CC=CC=C1)=O)COC(C1=CC=CC=C1)=O)N1C(=O)NC(=O)C(C)=C1 (1-(2',3',5'-tri-O-benzoyl-β-D-ribofuranosyl)thymine). RXN SMILES: [NH:1]1[CH:9]=[C:7]([CH3:8])[C:5](=[O:6])[NH:4][C:2]1=[O:3].C[Si](C)(C)N[Si](C)(C)C.C(O[C@@H:23]1[O:45][C@H:44]([CH2:46][O:47][C:48](=[O:55])[C:49]2[CH:54]=[CH:53][CH:52]=[CH:51][CH:50]=2)[C@@H:34]([O:35][C:36](=[O:43])[C:37]2[CH:42]=[CH:41][CH:40]=[CH:39][CH:38]=2)[C@H:24]1[O:25][C:26](=[O:33])[C:27]1[CH:32]=[CH:31][CH:30]=[CH:29][CH:28]=1)(=O)C>>[C:26]([O:25][C@@H:24]1[C@H:34]([O:35][C:36](=[O:43])[C:37]2[CH:42]=[CH:41][CH:40]=[CH:39][CH:38]=2)[C@@H:44]([CH2:46][O:47][C:48](=[O:55])[C:49]2[CH:50]=[CH:51][CH:52]=[CH:53][CH:54]=2)[O:45][C@H:23]1[N:1]1[CH:9]=[C:7]([CH3:8])[C:5](=[O:6])[NH:4][C:2]1=[O:3])(=[O:33])[C:27]1[CH:32]=[CH:31][CH:30]=[CH:29][CH:28]=1. Procedure: The title compound was prepared by a 5-step sequence reaction. Thymine (12,6 g) was treated with hexamethyldisilazane and 1-O-acetyl-2,3,5-tri-O-benzoyl-β-D-ribofuranose (50 g) was added. The 1-(2',3',5'-tri-O-benzoyl-β-D-ribofuranosyl)thymine obtained was treated with sodium methoxide and gave 1-(β-D-ribofuranosyl)thymine (23 g). Then said substance was treated with tritylchloride and methylsulfonylchloride and 1-(2',3'-di-O-methylsulfonyl-5'-O-trityl-β-D-ribofuranosyl)thymine (39 g) was obtain...